From a dataset of the Open Reaction Database (ORD), a public repository of structured organic reaction records. describe an organic reaction: reactants, conditions, products, and yield Reaction SMILES: Cl[CH2:2][C:3](=O)[C:4](=[N:10][O:11][CH:12]([CH3:14])[CH3:13])[C:5]([O:7][CH2:8][CH3:9])=[O:6].[NH2:16][C:17]([NH2:19])=[S:18].C([O-])(=O)C.[Na+].O>C(O)C>[NH2:19][C:17]1[S:18][CH:2]=[C:3]([C:4](=[N:10][O:11][CH:12]([CH3:14])[CH3:13])[C:5]([O:7][CH2:8][CH3:9])=[O:6])[N:16]=1 |f:2.3|. Reported procedure: Ethyl 4-chloro-3-oxo-2-iso-propoxyiminobutyrate (syn isomer, 41.5 g.), thiourea (13.4 g.), sodium acetate (14.4 g.), water (110 ml.) and ethanol (110 ml.) were treated in a similar manner to that of Example D-(3) to give ethyl 2-(2-aminothiazol-4-yl)-2-iso-propoxyiminoacetate (syn isomer, 27.3 g.), mp. 162° to 164° C. Run in C(C)O (ethanol). Isolated yield 60.3%. Product: NC=1SC=C(N1)C(C(=O)OCC)=NOC(C)C (ethyl 2-(2-aminothiazol-4-yl)-2-iso-propoxyiminoacetate). Reactants: ClCC(C(C(=O)OCC)=NOC(C)C)=O (Ethyl 4-chloro-3-oxo-2-iso-propoxyiminobutyrate), NC(=S)N (thiourea), C(C)(=O)[O-].[Na+] (sodium acetate), O (water).